Dataset: the Open Reaction Database (ORD), a public repository of structured organic reaction records. Task: describe an organic reaction: reactants, conditions, products, and yield Reactants: NC1=NC(=CC(=N1)N1CCC2(C[C@H](N(C2)C(=O)OCC2=CC=CC=C2)C(=O)OCC)CC1)O[C@@H](C(F)(F)F)C1=C(C=C(C=C1)Br)N1N=C(C=C1)C ((S)-2-benzyl 3-ethyl 8-(2-amino-6-((R)-1-(4-bromo-2-(3-methyl-1H-pyrazol-1-yl)phenyl)-2,2,2-trifluoroethoxy)pyrimidin-4-yl)-2,8-diazaspiro[4.5]decane-2,3-dicarboxylate), CC=1C=C(C=CC1C)B(O)O ((3,4-dimethylphenyl)boronic acid), C(=O)([O-])[O-].[Cs+].[Cs+] (Cs2CO3). Reagents/catalysts: Cl[Pd]([P](C1=CC=CC=C1)(C2=CC=CC=C2)C3=CC=CC=C3)([P](C4=CC=CC=C4)(C5=CC=CC=C5)C6=CC=CC=C6)Cl (PdCl2(PPh3)2). Run in C(C)O (ethanol), O (water). Conditions: temperature 60 celsius. The product is NC1=NC(=CC(=N1)N1CCC2(C[C@H](N(C2)C(=O)OCC2=CC=CC=C2)C(=O)OCC)CC1)O[C@@H](C(F)(F)F)C1=C(C=C(C=C1)C1=CC(=C(C=C1)C)C)N1N=C(C=C1)C ((S)-2-benzyl 3-ethyl 8-(2-amino-6-((R)-1-(3′,4′-dimethyl-3-(3-methyl-1H-pyrazol-1-yl)-[1,1′-biphenyl]-4-yl)-2,2,2-trifluoroethoxy)pyrimidin-4-yl)-2,8-diazaspiro[4.5]decane-2,3-dicarboxylate). Reaction SMILES: [NH2:1][C:2]1[N:7]=[C:6]([N:8]2[CH2:32][CH2:31][C:11]3([CH2:15][N:14]([C:16]([O:18][CH2:19][C:20]4[CH:25]=[CH:24][CH:23]=[CH:22][CH:21]=4)=[O:17])[C@H:13]([C:26]([O:28][CH2:29][CH3:30])=[O:27])[CH2:12]3)[CH2:10][CH2:9]2)[CH:5]=[C:4]([O:33][C@H:34]([C:39]2[CH:44]=[CH:43][C:42](Br)=[CH:41][C:40]=2[N:46]2[CH:50]=[CH:49][C:48]([CH3:51])=[N:47]2)[C:35]([F:38])([F:37])[F:36])[N:3]=1.[CH3:52][C:53]1[CH:54]=[C:55](B(O)O)[CH:56]=[CH:57][C:58]=1[CH3:59].C([O-])([O-])=O.[Cs+].[Cs+]>C(O)C.O.Cl[Pd](Cl)([P](C1C=CC=CC=1)(C1C=CC=CC=1)C1C=CC=CC=1)[P](C1C=CC=CC=1)(C1C=CC=CC=1)C1C=CC=CC=1>[NH2:1][C:2]1[N:7]=[C:6]([N:8]2[CH2:32][CH2:31][C:11]3([CH2:15][N:14]([C:16]([O:18][CH2:19][C:20]4[CH:25]=[CH:24][CH:23]=[CH:22][CH:21]=4)=[O:17])[C@H:13]([C:26]([O:28][CH2:29][CH3:30])=[O:27])[CH2:12]3)[CH2:10][CH2:9]2)[CH:5]=[C:4]([O:33][C@H:34]([C:39]2[CH:44]=[CH:43][C:42]([C:55]3[CH:56]=[CH:57][C:58]([CH3:59])=[C:53]([CH3:52])[CH:54]=3)=[CH:41][C:40]=2[N:46]2[CH:50]=[CH:49][C:48]([CH3:51])=[N:47]2)[C:35]([F:38])([F:37])[F:36])[N:3]=1 |f:2.3.4,^1:75,94|. Reported procedure: To a solution of (S)-2-benzyl 3-ethyl 8-(2-amino-6-((R)-1-(4-bromo-2-(3-methyl-1H-pyrazol-1-yl)phenyl)-2,2,2-trifluoroethoxy)pyrimidin-4-yl)-2,8-diazaspiro[4.5]decane-2,3-dicarboxylate (Step 2, Example 1u) (300 mg, 0.4 mmol, Step 2) in ethanol (2 mL) and water (0.5 mL) was added (3,4-dimethylphenyl)boronic acid (120 mg, 0.8 mmol), PdCl2(PPh3)2 (41 mg, 0.058 mmol), and Cs2CO3 (390 mg, 1.2 mmol). The reaction was heated to 60° C. for 16 h, then cooled to RT, filtered through celite and concentrate... Starting materials: [Al+3], ClCCl, [Cl-], [Cl-], [Cl-], C=C(Cl)Cl, O=C(Cl)c1cc(F)c(Cl)cc1Cl, Cl. Product: O=C(C=C(Cl)Cl)c1cc(F)c(Cl)cc1Cl. Reaction SMILES: [Al+3:18].[CH2:22]([Cl:23])[Cl:24].[Cl-:17].[Cl-:19].[Cl-:20].[Cl:13][C:14](=[CH2:15])[Cl:16].[Cl:1][c:2]1[c:3]([C:4](=[O:5])[Cl:6])[cH:7][c:8]([F:12])[c:9]([Cl:11])[cH:10]1.[ClH:21]>>[Cl:1][c:2]1[c:3]([C:4](=[O:5])[CH:15]=[C:14]([Cl:13])[Cl:16])[cH:7][c:8]([F:12])[c:9]([Cl:11])[cH:10]1. The reactants are C(CCCCCCCCCO)O.[Na] (Monosodium decane-1,10-diol), C(CCC)Br (n-butyl bromide). Product: C(CCC)OCCCCCCCCCCO (10-n-butoxydecanol). Isolated yield 62.0%. Reaction SMILES: [CH2:1]([OH:12])[CH2:2][CH2:3][CH2:4][CH2:5][CH2:6][CH2:7][CH2:8][CH2:9][CH2:10][OH:11].[Na].[CH2:14](Br)[CH2:15][CH2:16][CH3:17]>>[CH2:14]([O:12][CH2:1][CH2:2][CH2:3][CH2:4][CH2:5][CH2:6][CH2:7][CH2:8][CH2:9][CH2:10][OH:11])[CH2:15][CH2:16][CH3:17] |f:0.1,^1:12|. Procedure details: Monosodium decane-1,10-diol is reacted with n-butyl bromide to give oily 10-n-butoxydecanol in a yield of 62% of theory. This is brominated with phosphorus tribromide in the presence of pyridine to give an oily product in a yield of 37% of theory. After reaction of this 10-n-butoxydecyl bromide with monosodium ethylene glycol, there is obtained oily 10-n-butoxydecyloxyethanol in a yield of 36% of theory, which is reacted with phosphorus tribromide in the presence of pyridine to give oily 10-n-bu... RXN SMILES: [CH2:1]1[C:21]2[C:4](=[CH:5][C:6]3[S:12][C:11]4[CH:13]=[C:14]([C:17]([OH:19])=[O:18])[CH:15]=[CH:16][C:10]=4[CH2:9][CH2:8][C:7]=3[CH:20]=2)[CH2:3][CH2:2]1.S(=O)(=O)(O)O.[CH3:27]O>>[CH2:1]1[C:21]2[C:4](=[CH:5][C:6]3[S:12][C:11]4[CH:13]=[C:14]([C:17]([O:19][CH3:27])=[O:18])[CH:15]=[CH:16][C:10]=4[CH2:9][CH2:8][C:7]=3[CH:20]=2)[CH2:3][CH2:2]1. Reported procedure: A suspension of crude 2,3,10,11-tetrahydro-1H-benzo[b]indeno[5,6-f]thiepin-7-carboxylic acid (8.276 g, 28 mmole) in methanol (200 ml) containing concentrated sulfuric acid was stirred under reflux for 20 hours. The suspension was evaporated, water was added and the product was extracted with chloroform. The crude ester was purified by chromatography (250 g Merck silica gel eluted with 1:1 hexane/methylene chloride) The title compound had m.p. 110°-111° C. (from acetonitrile). The product is C1CCC2=CC3=C(CCC4=C(S3)C=C(C=C4)C(=O)OC)C=C12 (methyl 2,3,10,11-tetrahydro-1H-benzo[b]indeno[5,6-f]-thiepin-7-carboxylate). The reactants are C1CCC2=CC3=C(CCC4=C(S3)C=C(C=C4)C(=O)O)C=C12 (2,3,10,11-tetrahydro-1H-benzo[b]indeno[5,6-f]thiepin-7-carboxylic acid), CO (methanol), S(O)(O)(=O)=O (sulfuric acid). Starting materials: ClC=1N=C(C2=C(N1)C(=CS2)C)NC(CO)CO (2-chloro-4-(1,3-dihydroxypropan-2-yl)amino-7-methylthieno[3,2-d]pyrimidine), C(C=C)N (allylamine), C(O)([O-])=O.[Na+] (sodium hydrogen carbonate). Product: C(C=C)NC=1N=C(C2=C(N1)C(=CS2)C)NC(CO)CO (2-Allylamino-4-(1,3-dihydroxypropan-2-yl)amino-7-methylthieno[3,2-d]pyrimidine). The yield is 82.9%. RXN SMILES: Cl[C:2]1[N:3]=[C:4]([NH:12][CH:13]([CH2:16][OH:17])[CH2:14][OH:15])[C:5]2[S:10][CH:9]=[C:8]([CH3:11])[C:6]=2[N:7]=1.[CH2:18]([NH2:21])[CH:19]=[CH2:20].C(=O)([O-])O.[Na+]>>[CH2:18]([NH:21][C:2]1[N:3]=[C:4]([NH:12][CH:13]([CH2:16][OH:17])[CH2:14][OH:15])[C:5]2[S:10][CH:9]=[C:8]([CH3:11])[C:6]=2[N:7]=1)[CH:19]=[CH2:20] |f:2.3|. Reported procedure: In a sealed tube were heated 328 mg (1.2 mmol) of 2-chloro-4-(1,3-dihydroxypropan-2-yl)amino-7-methylthieno[3,2-d]pyrimidine and 1.10 g (19.2 mmol) of allylamine at 160° C. for 16 hours. After completion of the reaction, the reaction mixture was allowed to resume room temperature, and a saturated aqueous sodium hydrogen carbonate solution was added thereto, followed by extraction with ethyl acetate (50 ml×2). The organic layer was washed with brine and dried over anhydrous sodium sulfate, and th...